Dataset: the Open Reaction Database (ORD), a public repository of structured organic reaction records. Task: describe an organic reaction: reactants, conditions, products, and yield The reactants are NC=1N=CN(C1C(=O)N)CC1=CC=C(C=C1)C(C)(C)C (4-amino-1-(4-t-butylbenzyl)-5-imidazolecarboxamide), C(C)(C)(C)OC(=O)N(C)C=1C=C(C(=O)O)C=CC1 (3-(N-t-butyloxycarbonyl-N-methylamino)benzoic acid). The product is C(C)(C)(C)C1=CC=C(CN2C=NC(=C2C(=O)N)NC(C2=CC(=CC=C2)N(C)C(=O)OC(C)(C)C)=O)C=C1 (1-(4-t-butylbenzyl)-4-(3-(N-t-butyloxycarbonyl-N-methylamino)benzoylamino)-5-imidazolecarboxamide). The yield is 65.0%. Reaction SMILES: [NH2:1][C:2]1[N:3]=[CH:4][N:5]([CH2:10][C:11]2[CH:16]=[CH:15][C:14]([C:17]([CH3:20])([CH3:19])[CH3:18])=[CH:13][CH:12]=2)[C:6]=1[C:7]([NH2:9])=[O:8].[C:21]([O:25][C:26]([N:28]([C:30]1[CH:31]=[C:32]([CH:36]=[CH:37][CH:38]=1)[C:33](O)=[O:34])[CH3:29])=[O:27])([CH3:24])([CH3:23])[CH3:22]>>[C:17]([C:14]1[CH:15]=[CH:16][C:11]([CH2:10][N:5]2[C:6]([C:7]([NH2:9])=[O:8])=[C:2]([NH:1][C:33](=[O:34])[C:32]3[CH:36]=[CH:37][CH:38]=[C:30]([N:28]([C:26]([O:25][C:21]([CH3:23])([CH3:22])[CH3:24])=[O:27])[CH3:29])[CH:31]=3)[N:3]=[CH:4]2)=[CH:12][CH:13]=1)([CH3:20])([CH3:19])[CH3:18]. Reported procedure: An amidation reaction and post-treatment were carried out under the same conditions as in Example 17, using 4.31 g (14.0 mmol) of 4-amino-1-(4-t-butylbenzyl)-5-imidazolecarboxamide which was prepared in the same manner as in Example 57 and 3-(N-t-butyloxycarbonyl-N-methylamino)benzoic acid instead of 3-pyridylacetic acid hydrochloride to obtain 4.59 g of 1-(4-t-butylbenzyl)-4-(3-(N-t-butyloxycarbonyl-N-methylamino)benzoylamino)-5-imidazolecarboxamide (yield 65%).